From a dataset of the Open Reaction Database (ORD), a public repository of structured organic reaction records. describe an organic reaction: reactants, conditions, products, and yield The reactants are C[Si](C)(C)C#C (trimethylsilylacetylene), C(C=C)N=C=O (allyl isocyanate), C(C)(C)[N-]C(C)C.[Li+] (lithium diisopropyl amide), C(C)OCOCC (diethoxymethane), C(CCC)[Li] (n-butyl lithium), C[Si](C)(C)Cl (trimethylsilyl chloride). The solvent is C1CCOC1 (THF), C(C)(C)(C)OC (t-butylmethyl ether). Reaction conditions: temperature 0 celsius. The product is C(C=C)NC(C#C[Si](C)(C)C)=O (N-allyl-3-trimethylsilylpropiolic amide). As a reaction SMILES: [CH3:1][Si:2]([C:5]#[CH:6])([CH3:4])[CH3:3].C(OCOCC)C.C([Li])CCC.C([N-]C(C)C)(C)C.[Li+].[CH2:27]([N:30]=[C:31]=[O:32])[CH:28]=[CH2:29].C[Si](Cl)(C)C>C(OC)(C)(C)C.C1COCC1>[CH2:27]([NH:30][C:31](=[O:32])[C:6]#[C:5][Si:2]([CH3:4])([CH3:3])[CH3:1])[CH:28]=[CH2:29] |f:3.4|. Procedure details: The reaction is carried out by dissolving trimethylsilylacetylene in an solvent. Preferred solvents include ethereals such as THF, diethoxymethane and t-butylmethyl ether. At about 0° C., a strong base is added dropwise over a period of about 15 minutes. Examples of strong bases are n-butyl lithium and lithium diisopropyl amide. While still maintaining the temperature near 0° C., a solution of allyl isocyanate in solvent is added dropwise over about 15 minutes. This is followed by the dropwise a... Procedure: The title compound was prepared from Intermediate 3, iodobenzene, and (4-bromophenyl)boronic acid following General Procedure C. LCMS: 403 [(M-THP+H)+H]+. Product: BrC1=CC=C(C=C1)/C(=C(/CC)\C1=CC=CC=C1)/C=1C=C2C=NN(C2=CC1)C1OCCCC1 ((E)-5-(1-(4-Bromophenyl)-2-phenylbut-1-en-1-yl)-1-(tetrahydro-2H-pyran-2-yl)-1H-indazole). The reactants are C(#CCC)C=1C=C2C=NN(C2=CC1)C1OCCCC1 (5-(but-1-yn-1-yl)-1-(tetrahydro-2H-pyran-2-yl)-1H-indazole), IC1=CC=CC=C1 (iodobenzene), BrC1=CC=C(C=C1)B(O)O ((4-bromophenyl)boronic acid). Reaction SMILES: [C:1]([C:5]1[CH:6]=[C:7]2[C:11](=[CH:12][CH:13]=1)[N:10]([CH:14]1[CH2:19][CH2:18][CH2:17][CH2:16][O:15]1)[N:9]=[CH:8]2)#[C:2][CH2:3][CH3:4].I[C:21]1[CH:26]=[CH:25][CH:24]=[CH:23][CH:22]=1.[Br:27][C:28]1[CH:33]=[CH:32][C:31](B(O)O)=[CH:30][CH:29]=1>>[Br:27][C:28]1[CH:33]=[CH:32][C:31](/[C:1](/[C:5]2[CH:6]=[C:7]3[C:11](=[CH:12][CH:13]=2)[N:10]([CH:14]2[CH2:19][CH2:18][CH2:17][CH2:16][O:15]2)[N:9]=[CH:8]3)=[C:2](\[C:21]2[CH:26]=[CH:25][CH:24]=[CH:23][CH:22]=2)/[CH2:3][CH3:4])=[CH:30][CH:29]=1. The reactants are CO, CCOC(=O)C1(CCCc2c(F)cnc3ccc(OC)cc23)CCN(CCOc2cc(F)c(F)c(F)c2)CC1, [Na+], C1COCCO1, [OH-]. The product is COc1ccc2ncc(F)c(CCCC3(C(=O)O)CCN(CCOc4cc(F)c(F)c(F)c4)CC3)c2c1. RXN SMILES: [CH3:48][OH:49].[F:1][c:2]1[cH:3][n:4][c:5]2[cH:6][cH:7][c:8]([O:38][CH3:39])[cH:9][c:10]2[c:11]1[CH2:12][CH2:13][CH2:14][C:15]1([C:33](=[O:34])[O:35][CH2:36][CH3:37])[CH2:16][CH2:17][N:18]([CH2:21][CH2:22][O:23][c:24]2[cH:25][c:26]([F:32])[c:27]([F:31])[c:28]([F:30])[cH:29]2)[CH2:19][CH2:20]1.[Na+:41].[O:42]1[CH2:43][CH2:44][O:45][CH2:46][CH2:47]1.[OH-:40]>>[F:1][c:2]1[cH:3][n:4][c:5]2[cH:6][cH:7][c:8]([O:38][CH3:39])[cH:9][c:10]2[c:11]1[CH2:12][CH2:13][CH2:14][C:15]1([C:33](=[O:34])[OH:35])[CH2:16][CH2:17][N:18]([CH2:21][CH2:22][O:23][c:24]2[cH:25][c:26]([F:32])[c:27]([F:31])[c:28]([F:30])[cH:29]2)[CH2:19][CH2:20]1. The reactants are O=c1[nH]c(Br)nc2nc[nH]c12, CCOc1ccc(N)cn1, COCCO, O. Yields the product CCOc1ccc(Nc2nc3nc[nH]c3c(=O)[nH]2)cn1. RXN SMILES: [Br:1][c:2]1[nH:3][c:4](=[O:11])[c:5]2[nH:6][cH:7][n:8][c:9]2[n:10]1.[CH2:12]([CH3:13])[O:14][c:15]1[n:16][cH:17][c:18]([NH2:21])[cH:19][cH:20]1.[CH3:22][O:23][CH2:24][CH2:25][OH:26].[OH2:27]>>[c:2]1([NH:21][c:18]2[cH:17][n:16][c:15]([O:14][CH2:12][CH3:13])[cH:20][cH:19]2)[nH:3][c:4](=[O:11])[c:5]2[nH:6][cH:7][n:8][c:9]2[n:10]1. Reactants: ClC1=C(C=C(C(=O)OC)C=C1)[N+](=O)[O-] (methyl 4-chloro-3-nitrobenzoate), C(C)N (ethylamine). The product is COC(C1=CC(=C(C=C1)NCC)[N+](=O)[O-])=O (4-Ethylamino-3-nitro-benzoic acid methyl ester). As a reaction SMILES: Cl[C:2]1[CH:11]=[CH:10][C:5]([C:6]([O:8][CH3:9])=[O:7])=[CH:4][C:3]=1[N+:12]([O-:14])=[O:13].[CH2:15]([NH2:17])[CH3:16]>>[CH3:9][O:8][C:6](=[O:7])[C:5]1[CH:10]=[CH:11][C:2]([NH:17][CH2:15][CH3:16])=[C:3]([N+:12]([O-:14])=[O:13])[CH:4]=1. Procedure details: 4-Ethylamino-3-nitro-benzoic acid methyl ester (4.0 g) was prepared by following General Procedure A starting from methyl 4-chloro-3-nitrobenzoate (5.0 g) in ethylamine (2.0 M in THF, 50 mL). The crude product was used in the next step without further purification. The reactants are CN(C)C=O, CCN(C(C)C)C(C)C, Cc1cc(F)c([N+](=O)[O-])cc1C(F)(F)F, CC(C)(C)OC(=O)N1CCC(N)CC1, O. Product: Cc1cc(NC2CCN(C(=O)OC(C)(C)C)CC2)c([N+](=O)[O-])cc1C(F)(F)F. RXN SMILES: [CH3:40][N:41]([CH3:42])[CH:43]=[O:44].[CH:16]([N:17]([CH:18]([CH3:19])[CH3:20])[CH2:21][CH3:22])([CH3:23])[CH3:24].[F:1][c:2]1[c:3]([N+:13](=[O:14])[O-:15])[cH:4][c:5]([C:9]([F:10])([F:11])[F:12])[c:6]([CH3:8])[cH:7]1.[NH2:25][CH:26]1[CH2:27][CH2:28][N:29]([C:32](=[O:33])[O:34][C:35]([CH3:36])([CH3:37])[CH3:38])[CH2:30][CH2:31]1.[OH2:39]>>[c:2]1([NH:25][CH:26]2[CH2:27][CH2:28][N:29]([C:32](=[O:33])[O:34][C:35]([CH3:36])([CH3:37])[CH3:38])[CH2:30][CH2:31]2)[c:3]([N+:13](=[O:14])[O-:15])[cH:4][c:5]([C:9]([F:10])([F:11])[F:12])[c:6]([CH3:8])[cH:7]1. Reactants: Cc1c(O)cnn(C(C)(C)C)c1=O, O=C([O-])[O-], C[Si](C)(C)c1ccc(CBr)cc1, CN(C)C=O, [K+], [K+], O. The product is Cc1c(OCc2ccc([Si](C)(C)C)cc2)cnn(C(C)(C)C)c1=O. RXN SMILES: [C:1]([CH3:2])([CH3:3])([CH3:4])[n:5]1[n:6][cH:7][c:8]([OH:13])[c:9]([CH3:12])[c:10]1=[O:11].[C:26](=[O:27])([O-:28])[O-:29].[CH3:14][Si:15]([c:16]1[cH:17][cH:18][c:19]([CH2:20][Br:21])[cH:22][cH:23]1)([CH3:24])[CH3:25].[CH3:33][N:34]([CH3:35])[CH:36]=[O:37].[K+:30].[K+:31].[OH2:32]>>[C:1]([CH3:2])([CH3:3])([CH3:4])[n:5]1[n:6][cH:7][c:8]([O:13][CH2:20][c:19]2[cH:18][cH:17][c:16]([Si:15]([CH3:14])([CH3:24])[CH3:25])[cH:23][cH:22]2)[c:9]([CH3:12])[c:10]1=[O:11].